Dataset: the Open Reaction Database (ORD), a public repository of structured organic reaction records. Task: describe an organic reaction: reactants, conditions, products, and yield Reactants: CC(=O)OCC1OC(OC(C)=O)C(OC(C)=O)C1OC(C)=O, O=C([O-])O, CN1CCOCC1, COCCOC, CCOC(C)=O, C[Si](C)(C)OS(=O)(=O)C(F)(F)F, [Na+], CCOC(=O)c1nc(NCC(c2ccccc2)c2ccccc2)c2nc[nH]c2n1. Yields the product CCOC(=O)c1nc(NCC(c2ccccc2)c2ccccc2)c2ncn(C3OC(COC(C)=O)C(OC(C)=O)C3OC(C)=O)c2n1. Reaction SMILES: [C:49]([O:50][CH:53]1[CH:54]([O:55][C:56]([CH3:57])=[O:58])[CH:59]([O:60][C:61]([CH3:62])=[O:63])[CH:64]([CH2:66][O:67][C:68]([CH3:69])=[O:70])[O:65]1)(=[O:51])[CH3:52].[C:71](=[O:72])([OH:73])[O-:74].[CH3:30][N:31]1[CH2:32][CH2:33][O:34][CH2:35][CH2:36]1.[CH3:76][O:77][CH2:78][CH2:79][O:80][CH3:81].[CH3:82][CH2:83][O:84][C:85](=[O:86])[CH3:87].[F:37][C:38]([F:39])([F:40])[S:41]([O:42][Si:43]([CH3:44])([CH3:45])[CH3:46])(=[O:47])=[O:48].[Na+:75].[c:1]1([CH:7]([CH2:8][NH:9][c:10]2[c:11]3[n:12][cH:13][nH:14][c:15]3[n:16][c:17]([C:19](=[O:20])[O:21][CH2:22][CH3:23])[n:18]2)[c:24]2[cH:25][cH:26][cH:27][cH:28][cH:29]2)[cH:2][cH:3][cH:4][cH:5][cH:6]1>>[c:1]1([CH:7]([CH2:8][NH:9][c:10]2[c:11]3[n:12][cH:13][n:14]([CH:53]4[CH:54]([O:55][C:56]([CH3:57])=[O:58])[CH:59]([O:60][C:61]([CH3:62])=[O:63])[CH:64]([CH2:66][O:67][C:68]([CH3:69])=[O:70])[O:65]4)[c:15]3[n:16][c:17]([C:19](=[O:20])[O:21][CH2:22][CH3:23])[n:18]2)[c:24]2[cH:25][cH:26][cH:27][cH:28][cH:29]2)[cH:2][cH:3][cH:4][cH:5][cH:6]1. Reactants: COCCCCN1C(=CC=2CCCCC12)C(=O)N([C@@H]1CN(C[C@@H](C1)C(=O)N1CCOCC1)C(=O)OC(C)(C)C)CC(C)C (tert-Butyl (3S,5R)-3-[{[1-(4-methoxybutyl)-4,5,6,7-tetrahydro-1H-indol-2-yl]carbonyl}(2-methylpropyl)amino]-5-(morpholin-4-ylcarbonyl)piperidine-1-carboxylate), C(=O)(C(F)(F)F)O (TFA). Solvent: ClCCl (dichloromethane). Conditions: time 15 minute. The product is COCCCCN1C(=CC=2CCCCC12)C(=O)N([C@@H]1CNC[C@@H](C1)C(=O)N1CCOCC1)CC(C)C (1-(4-methoxybutyl)-N-(2-methylpropyl)-N-[(3S,5R)-5-(morpholin-4-ylcarbonyl)piperidin-3-yl]-4,5,6,7-tetrahydro-1H-indole-2-carboxamide). The yield is 54.0%. As a reaction SMILES: [CH3:1][O:2][CH2:3][CH2:4][CH2:5][CH2:6][N:7]1[C:15]2[CH2:14][CH2:13][CH2:12][CH2:11][C:10]=2[CH:9]=[C:8]1[C:16]([N:18]([CH2:40][CH:41]([CH3:43])[CH3:42])[C@H:19]1[CH2:24][C@@H:23]([C:25]([N:27]2[CH2:32][CH2:31][O:30][CH2:29][CH2:28]2)=[O:26])[CH2:22][N:21](C(OC(C)(C)C)=O)[CH2:20]1)=[O:17].C(O)(C(F)(F)F)=O>ClCCl>[CH3:1][O:2][CH2:3][CH2:4][CH2:5][CH2:6][N:7]1[C:15]2[CH2:14][CH2:13][CH2:12][CH2:11][C:10]=2[CH:9]=[C:8]1[C:16]([N:18]([CH2:40][CH:41]([CH3:43])[CH3:42])[C@H:19]1[CH2:24][C@@H:23]([C:25]([N:27]2[CH2:28][CH2:29][O:30][CH2:31][CH2:32]2)=[O:26])[CH2:22][NH:21][CH2:20]1)=[O:17]. Procedure: tert-Butyl (3S,5R)-3-[{[1-(4-methoxybutyl)-4,5,6,7-tetrahydro-1H-indol-2-yl]carbonyl}(2-methylpropyl)amino]-5-(morpholin-4-ylcarbonyl)piperidine-1-carboxylate (100 mg) was dissolved in dichloromethane (0.5 ml), TFA (0.5 ml) was added, and the mixture was stirred at room temperature for 15 min. The solvent was evaporated under reduced pressure, and the residue was neutralized with saturated aqueous sodium hydrogen carbonate. The mixture was extracted with ethyl acetate (10 ml×2), and dried over a... Starting materials: crude product, C(C)(=O)C=1C(=C2C(CCSC2=C(C1)C)COC)C (6-acetyl-4-methoxymethyl-5,8-dimethylthiochroman), OO (hydrogen peroxide), S(=O)([O-])S(=O)[O-].[Na+].[Na+] (sodium hydrosulfite). Run in C(C)(=O)O (acetic acid). Product: C(C)(=O)C=1C(=C2C(CCS(C2=C(C1)C)(=O)=O)COC)C (6-acetyl-4-methoxymethyl-5,8-dimethylthiochroman-1,1-dioxide). Isolated yield 94.0%. RXN SMILES: [C:1]([C:4]1[C:5]([CH3:18])=[C:6]2[C:11](=[C:12]([CH3:14])[CH:13]=1)S[CH2:9][CH2:8][CH:7]2[CH2:15][O:16][CH3:17])(=[O:3])[CH3:2].OO.[S:21](S([O-])=O)([O-:23])=[O:22].[Na+].[Na+]>C(O)(=O)C>[C:1]([C:4]1[C:5]([CH3:18])=[C:6]2[C:11](=[C:12]([CH3:14])[CH:13]=1)[S:21](=[O:23])(=[O:22])[CH2:9][CH2:8][CH:7]2[CH2:15][O:16][CH3:17])(=[O:3])[CH3:2] |f:2.3.4|. Procedure details: A mixture containing 0.30 g (1.1 mmol) of 6-acetyl-4-methoxymethyl-5,8-dimethylthiochroman, 0.39 ml of a30 wt % hydrogen peroxide aqueous solution and 0.3 ml of acetic acid was allowed to react at 60° C. for 2 hours, and further allowed to react at 80° C. for 1 hour. The reaction mixture was cooled to room temperature, and a 2 wt % sodium hydrosulfite aqueous solution was added. The mixture was extracted with ethyl acetate, and the extract was washed with a saturated sodium chloride aqueous solu... The reactants are FC1(OC(C2=CC3=C(N=C(O3)C3=C(C=NC=C3)F)C=C21)(F)F)F (5,5,7,7-tetrafluoro-2-(3-fluoropyridin-4-yl)-5,7-dihydro-furo[3′,4′:4,5]benzo[1,2-d]oxazole), C([O-])([O-])=O.[K+].[K+] (potassium carbonate), CO (methanol). Run in O (Water). Conditions: temperature 60 celsius. Product: FC1(OC(C2=CC3=C(N=C(O3)C3=C(C=NC=C3)OC)C=C21)(F)F)F (5,5,7,7-tetrafluoro-2-(3-methoxypyridin-4-yl)-5,7-dihydro-furo[3′,4′:4,5]benzo[1,2-d]oxazole). Yield: 44.8%. Reaction SMILES: [F:1][C:2]1([F:23])[C:20]2[C:5](=[CH:6][C:7]3[O:11][C:10]([C:12]4[CH:17]=[CH:16][N:15]=[CH:14][C:13]=4F)=[N:9][C:8]=3[CH:19]=2)[C:4]([F:22])([F:21])[O:3]1.[C:24](=O)([O-])[O-:25].[K+].[K+].CO>O>[F:23][C:2]1([F:1])[C:20]2[C:5](=[CH:6][C:7]3[O:11][C:10]([C:12]4[CH:17]=[CH:16][N:15]=[CH:14][C:13]=4[O:25][CH3:24])=[N:9][C:8]=3[CH:19]=2)[C:4]([F:21])([F:22])[O:3]1 |f:1.2.3|. Procedure details: A mixture of 0.28 g of 5,5,7,7-tetrafluoro-2-(3-fluoropyridin-4-yl)-5,7-dihydro-furo[3′,4′:4,5]benzo[1,2-d]oxazole, 0.24 g of potassium carbonate and 3 ml of methanol was stirred while heating at 60° C. for 3.5 hours. Water was added to the reaction mixture, followed by extraction with ethyl acetate twice. The combined organic layers were washed with a saturated sodium chloride solution, dried over anhydrous magnesium sulfate, and concentrated under reduced pressure. The residue was subjected to... The reactants are FC1=C(C=CC(=C1)F)[C@H](C1=CC=C(C=C1)P(OCC)(=O)C)NC(=O)C=1C(=NC(=NC1)N1N=CC=C1)O (Ethyl 4-((S)-(2,4-difluorophenyl)(4-hydroxy-2-(1H-pyrazol-1-yl)pyrimidine-5-carboxamido)methyl)phenyl(methyl)phosphinate), FC1=C(C=CC(=C1)F)[C@H](C1=CC=C(C=C1)P(OCC)(=O)C)NC(=O)C=1C(=NC(=NC1)N1N=CC=C1)O (Ethyl 4-((S)-(2,4-difluorophenyl)(4-hydroxy-2-(1H-pyrazol-1-yl)pyrimidine-5-carboxamido)methyl)phenyl(methyl)phosphinate), [OH-].[Na+] (NaOH). Solvent: O1CCOCC1 (dioxane). Run at temperature 80 celsius. Yields the product FC1=C(C=CC(=C1)F)[C@H](C1=CC=C(C=C1)P(O)(=O)C)NC(=O)C=1C(=NC(=NC1)N1N=CC=C1)O (4-((S)-(2,4-difluorophenyl)(4-hydroxy-2-(1H-pyrazol-1-yl)pyrimidine-5-carboxamido)methyl)phenyl(methyl)phosphinic acid). As a reaction SMILES: [F:1][C:2]1[CH:7]=[C:6]([F:8])[CH:5]=[CH:4][C:3]=1[C@@H:9]([NH:22][C:23]([C:25]1[C:26]([OH:36])=[N:27][C:28]([N:31]2[CH:35]=[CH:34][CH:33]=[N:32]2)=[N:29][CH:30]=1)=[O:24])[C:10]1[CH:15]=[CH:14][C:13]([P:16]([CH3:21])(=[O:20])[O:17]CC)=[CH:12][CH:11]=1.[OH-].[Na+]>O1CCOCC1>[F:1][C:2]1[CH:7]=[C:6]([F:8])[CH:5]=[CH:4][C:3]=1[C@@H:9]([NH:22][C:23]([C:25]1[C:26]([OH:36])=[N:27][C:28]([N:31]2[CH:35]=[CH:34][CH:33]=[N:32]2)=[N:29][CH:30]=1)=[O:24])[C:10]1[CH:15]=[CH:14][C:13]([P:16]([CH3:21])(=[O:17])[OH:20])=[CH:12][CH:11]=1 |f:1.2|. Reported procedure: Ethyl 4-((S)-(2,4-difluorophenyl)(4-hydroxy-2-(1H-pyrazol-1-yl)pyrimidine-5-carboxamido)methyl)phenyl(methyl)phosphinate, 21-e, (400 mg, 0.78 mmol) was dissolved in 2 ml of dioxane and treated with 0.2 ml of 5N NaOH. The mixture was heated at 80° C. for 30 min. Then the mixture was concentrated under vacuum. The residue was diluted with water and washed with ethyl acetate. The aqueous layer was acidified with AcOH and evaporated to dryness. The residue was used for prep-HPLC to afford the produc... Starting materials: CCCC[N+](CCCC)(CCCC)CCCC, CCOC(C)=O, [F-], CC(Nc1nc(Nc2cnccn2)cc(-c2cnc([Si](C(C)C)(C(C)C)C(C)C)o2)n1)c1ccc(F)cc1, C1CCOC1, C1CCOC1. The product is CC(Nc1nc(Nc2cnccn2)cc(-c2cnco2)n1)c1ccc(F)cc1. Reaction SMILES: [CH2:45]([N+:46]([CH2:47][CH2:48][CH2:49][CH3:50])([CH2:51][CH2:52][CH2:53][CH3:54])[CH2:55][CH2:56][CH2:57][CH3:58])[CH2:59][CH2:60][CH3:61].[CH3:67][CH2:68][O:69][C:70](=[O:71])[CH3:72].[F-:44].[F:1][c:2]1[cH:3][cH:4][c:5]([CH:8]([CH3:9])[NH:10][c:11]2[n:12][c:13](-[c:24]3[cH:25][n:26][c:27]([Si:29]([CH:30]([CH3:31])[CH3:32])([CH:33]([CH3:34])[CH3:35])[CH:36]([CH3:37])[CH3:38])[o:28]3)[cH:14][c:15]([NH:17][c:18]3[n:19][cH:20][cH:21][n:22][cH:23]3)[n:16]2)[cH:6][cH:7]1.[O:39]1[CH2:40][CH2:41][CH2:42][CH2:43]1.[O:62]1[CH2:63][CH2:64][CH2:65][CH2:66]1>>[F:1][c:2]1[cH:3][cH:4][c:5]([CH:8]([CH3:9])[NH:10][c:11]2[n:12][c:13](-[c:24]3[cH:25][n:26][cH:27][o:28]3)[cH:14][c:15]([NH:17][c:18]3[n:19][cH:20][cH:21][n:22][cH:23]3)[n:16]2)[cH:6][cH:7]1. Starting materials: FC1=C(C=CC(=C1)B1OC(C(O1)(C)C)(C)C)C=1C=NC(=NC1)N (5-(2-fluoro-4-(4,4,5,5-tetramethyl-1,3,2-dioxaborolan-2-yl)phenyl)pyrimidin-2-amine), BrC1=C(C=CC=C1)S(=O)(=O)C1(CCCC1)C#N (1-((2-bromophenyl)sulfonyl)cyclopentanecarbonitrile). Product: NC1=NC=C(C=N1)C1=C(C=C(C=C1)C1=C(C=CC=C1)S(=O)(=O)C1(CCCC1)C#N)F (1-{[4′-(2-Aminopyrimidin-5-yl)-3′-fluorobiphenyl-2-yl]sulfonyl}cyclopentanecarbonitrile). Reaction SMILES: [F:1][C:2]1[CH:7]=[C:6](B2OC(C)(C)C(C)(C)O2)[CH:5]=[CH:4][C:3]=1[C:17]1[CH:18]=[N:19][C:20]([NH2:23])=[N:21][CH:22]=1.Br[C:25]1[CH:30]=[CH:29][CH:28]=[CH:27][C:26]=1[S:31]([C:34]1([C:39]#[N:40])[CH2:38][CH2:37][CH2:36][CH2:35]1)(=[O:33])=[O:32]>>[NH2:23][C:20]1[N:21]=[CH:22][C:17]([C:3]2[CH:4]=[CH:5][C:6]([C:25]3[CH:30]=[CH:29][CH:28]=[CH:27][C:26]=3[S:31]([C:34]3([C:39]#[N:40])[CH2:38][CH2:37][CH2:36][CH2:35]3)(=[O:33])=[O:32])=[CH:7][C:2]=2[F:1])=[CH:18][N:19]=1. Procedure details: The title compound was prepared using conditions analogous to those used to make Example 6 5-(2-fluoro-4-(4,4,5,5-tetramethyl-1,3,2-dioxaborolan-2-yl)phenyl)pyrimidin-2-amine and 1-((2-bromophenyl)sulfonyl)cyclopentanecarbonitrile. MS (ESI): mass calcd. for C22H19FN4O2S, 422.12; m/z found, 423.1 [M+H]+. 1H NMR (400 MHz, DMSO-d6) δ 8.52 (s, 2H), 8.21 (d, J=8.0, 1H), 7.91 (m, 1H), 7.86-7.79 (m, 1H), 7.57 (m, 1H), 7.52 (d, J=7.6, 1H), 7.37 (dd, J=11.8, 1.4, 1H), 7.29 (dd, J=8.0, 1.6, 1H), 6.92 (s, ... The reactants are CCCCCCCCCCCCOCCCN, C(=NC1CCCCC1)=NC1CCCCC1, ClC(Cl)Cl, O=C(O)c1ccc(-n2oc(-c3ccccc3)c(CCl)c2=O)c([N+](=O)[O-])c1. Yields the product CCCCCCCCCCCCOCCCNC(=O)c1ccc(-n2oc(-c3ccccc3)c(CCl)c2=O)c([N+](=O)[O-])c1. As a reaction SMILES: [CH2:42]([CH2:43][CH2:44][CH2:45][CH2:46][CH2:47][CH2:48][CH2:49][CH2:50][CH2:51][CH2:52][CH3:53])[O:54][CH2:55][CH2:56][CH2:57][NH2:58].[CH:1]1([N:2]=[C:3]=[N:4][CH:5]2[CH2:6][CH2:7][CH2:8][CH2:9][CH2:10]2)[CH2:11][CH2:12][CH2:13][CH2:14][CH2:15]1.[CH:59]([Cl:60])([Cl:61])[Cl:62].[Cl:16][CH2:17][c:18]1[c:19](=[O:41])[n:20](-[c:29]2[c:30]([N+:38](=[O:39])[O-:40])[cH:31][c:32]([C:35](=[O:36])[OH:37])[cH:33][cH:34]2)[o:21][c:22]1-[c:23]1[cH:24][cH:25][cH:26][cH:27][cH:28]1>>[Cl:16][CH2:17][c:18]1[c:19](=[O:41])[n:20](-[c:29]2[c:30]([N+:38](=[O:39])[O-:40])[cH:31][c:32]([C:35](=[O:37])[NH:58][CH2:57][CH2:56][CH2:55][O:54][CH2:42][CH2:43][CH2:44][CH2:45][CH2:46][CH2:47][CH2:48][CH2:49][CH2:50][CH2:51][CH2:52][CH3:53])[cH:33][cH:34]2)[o:21][c:22]1-[c:23]1[cH:24][cH:25][cH:26][cH:27][cH:28]1. The reactants are CON, CC(=O)[O-], Cl, O=Cc1ccc(F)cc1, [Na+], C1CCOC1, O. The product is CON=Cc1ccc(F)cc1. Reaction SMILES: [CH3:1][O:2][NH2:3].[CH3:6][C:7](=[O:8])[O-:9].[ClH:4].[F:10][c:11]1[cH:12][cH:13][c:14]([CH:15]=[O:16])[cH:17][cH:18]1.[Na+:5].[O:20]1[CH2:21][CH2:22][CH2:23][CH2:24]1.[OH2:19]>>[CH3:1][O:2][N:3]=[CH:15][c:14]1[cH:13][cH:12][c:11]([F:10])[cH:18][cH:17]1.